From a dataset of the Open Reaction Database (ORD), a public repository of structured organic reaction records. describe an organic reaction: reactants, conditions, products, and yield Reaction SMILES: [CH3:34][CH2:35][O:36][C:37](=[O:38])[CH3:39].[N:9]1([CH2:14][CH:15]([CH3:16])[N:17]2[c:18]3[cH:19][cH:20][cH:21][cH:22][c:23]3[S:24][c:25]3[cH:26][cH:27][c:28]([C:31](=[S:32])[NH2:33])[cH:29][c:30]32)[CH2:10][CH2:11][CH2:12][CH2:13]1.[NH2:1][CH:2]1[CH:3]([NH2:8])[CH2:4][CH2:5][CH2:6][CH2:7]1>>[NH:1]1[CH:2]2[CH:3]([CH2:4][CH2:5][CH2:6][CH2:7]2)[N:8]=[C:31]1[c:28]1[cH:27][cH:26][c:25]2[c:30]([cH:29]1)[N:17]([CH:15]([CH2:14][N:9]1[CH2:10][CH2:11][CH2:12][CH2:13]1)[CH3:16])[c:18]1[cH:19][cH:20][cH:21][cH:22][c:23]1[S:24]2. The product is CC(CN1CCCC1)N1c2ccccc2Sc2ccc(C3=NC4CCCCC4N3)cc21. Reactants: CCOC(C)=O, CC(CN1CCCC1)N1c2ccccc2Sc2ccc(C(N)=S)cc21, NC1CCCCC1N. Yields the product C(C)(C)(C)OC(=O)N1[C@@H](CC[C@@H]1[C@@H](C1=CC=CC=C1)O)CC=1C=CC(=NC1)C(=O)O (5-({(2S,5R)-1-(tert-butoxycarbonyl)-5-[(R)-hydroxy(phenyl)methyl]pyrrolidin-2-yl}methyl)pyridine-2-carboxylic acid). Reactants: C(C)(C)(C)OC(=O)N1[C@@H](CC[C@@H]1[C@@H](C1=CC=CC=C1)O)CC=1C=CC(=NC1)C(=O)OC (methyl 5-({(2S,5R)-1-(tert-butoxycarbonyl)-5-[(R)-hydroxy(phenyl)methyl]pyrrolidin-2-yl}methyl)pyridine-2-carboxylate), [OH-].[Na+] (NaOH). Run in C1CCOC1 (THF), CO (methanol). Reported procedure: To a solution of methyl 5-({(2S,5R)-1-(tert-butoxycarbonyl)-5-[(R)-hydroxy(phenyl)methyl]pyrrolidin-2-yl}methyl)pyridine-2-carboxylate (330 mg, 0.77 mmol) in THF (4 mL) and methanol (4 mL) was added 1N NaOH solution (4 mL, 4.0 mmol) and the resulting solution heated at 60° C. for 1 hour. The mixture was cooled to room temperature and concentrated under reduced pressure to remove the organic solvents. The aqueous layer was adjusted to pH of 6.5 (using 2.0M aqueous HCl) and extracted with ethyl ac... Run at temperature 60 celsius. RXN SMILES: [C:1]([O:5][C:6]([N:8]1[C@@H:12]([C@H:13]([OH:20])[C:14]2[CH:19]=[CH:18][CH:17]=[CH:16][CH:15]=2)[CH2:11][CH2:10][C@H:9]1[CH2:21][C:22]1[CH:23]=[CH:24][C:25]([C:28]([O:30]C)=[O:29])=[N:26][CH:27]=1)=[O:7])([CH3:4])([CH3:3])[CH3:2].[OH-].[Na+]>C1COCC1.CO>[C:1]([O:5][C:6]([N:8]1[C@@H:12]([C@H:13]([OH:20])[C:14]2[CH:19]=[CH:18][CH:17]=[CH:16][CH:15]=2)[CH2:11][CH2:10][C@H:9]1[CH2:21][C:22]1[CH:23]=[CH:24][C:25]([C:28]([OH:30])=[O:29])=[N:26][CH:27]=1)=[O:7])([CH3:4])([CH3:2])[CH3:3] |f:1.2|. Reactants: C1CCOC1 (THF), [F-].C(CCC)[N+](CCCC)(CCCC)CCCC (tetrabutylammonium fluoride), C1(=CC=C(C=C1)C=O)C (p-tolualdehyde), 1, C(CCC)N (n-butylamine). Solvent: C(C)#N (acetonitrile). Reaction conditions: time 5 minute. The product is C(CCC)NC(C(C1=CC=C(C=C1)C)O)=O (N-butyl-2-hydroxy-2-(4-methylphenyl)acetamide). Isolated yield 94.0%. Reaction SMILES: [C:1]1([CH3:9])[CH:6]=[CH:5][C:4]([CH:7]=[O:8])=[CH:3][CH:2]=1.[CH2:10]([NH2:14])[CH2:11][CH2:12][CH3:13].C1C[O:18][CH2:17]C1.[F-].C([N+](CCCC)(CCCC)CCCC)CCC>C(#N)C>[CH2:10]([NH:14][C:17](=[O:18])[CH:7]([OH:8])[C:4]1[CH:5]=[CH:6][C:1]([CH3:9])=[CH:2][CH:3]=1)[CH2:11][CH2:12][CH3:13] |f:3.4|. Procedure details: To a solution of p-tolualdehyde (131 mg, 1.0 mmol) and 1 (216 mg, 1.2 mmol) in acetonitrile (3 ml) was added n-butylamine (80 mg, 1.1 mmol) at 0° C. After stirring for 5 min, the reaction mixtures was added dropwise THF solution of tetrabutylammonium fluoride (1.0 N, 1.5 ml, 1.5 mmol), and then stirred at 0° C. for 20 min. The resulting reaction solution was concentrated and purified with silica gel column chromatography by using hexane-ethyl acetate (3/1) as an eluent to give N-butyl-2-hydroxy-... Starting materials: ClC1=C(NC(=C1Cl)C)C(=O)N[C@H]1[C@H](CN(CC1)C=1SC(=C(N1)C1=NC=CC(=N1)N1CCCCC1)C(=O)OC)OC (methyl 2-[(3S,4R)-4-{[(3,4-dichloro-5-methyl-1H-pyrrol-2-yl)carbonyl]amino}-3-methoxypiperidin-1-yl]-4-[4-(piperidin-1-yl)pyrimidin-2-yl]-1,3-thiazole-5-carboxylate), [OH-].[Li+] (lithium hydroxide). The solvent is O1CCCC1 (tetrahydrofuran), O (water). Conditions: time 18 hour. Yields the product ClC1=C(NC(=C1Cl)C)C(=O)N[C@H]1[C@H](CN(CC1)C=1SC(=C(N1)C1=NC=CC(=N1)N1CCCCC1)C(=O)O)OC (2-[(3S,4R)-4-{[(3,4-dichloro-5-methyl-1H-pyrrol-2-yl)carbonyl]amino}-3-methoxypiperidin-1-yl]-4-[4-(piperidin-1-yl)pyrimidin-2-yl]-1,3-thiazole-5-carboxylic acid). The yield is 75.7%. RXN SMILES: [Cl:1][C:2]1[C:6]([Cl:7])=[C:5]([CH3:8])[NH:4][C:3]=1[C:9]([NH:11][C@@H:12]1[CH2:17][CH2:16][N:15]([C:18]2[S:19][C:20]([C:35]([O:37]C)=[O:36])=[C:21]([C:23]3[N:28]=[C:27]([N:29]4[CH2:34][CH2:33][CH2:32][CH2:31][CH2:30]4)[CH:26]=[CH:25][N:24]=3)[N:22]=2)[CH2:14][C@@H:13]1[O:39][CH3:40])=[O:10].[OH-].[Li+]>O1CCCC1.O>[Cl:1][C:2]1[C:6]([Cl:7])=[C:5]([CH3:8])[NH:4][C:3]=1[C:9]([NH:11][C@@H:12]1[CH2:17][CH2:16][N:15]([C:18]2[S:19][C:20]([C:35]([OH:37])=[O:36])=[C:21]([C:23]3[N:28]=[C:27]([N:29]4[CH2:30][CH2:31][CH2:32][CH2:33][CH2:34]4)[CH:26]=[CH:25][N:24]=3)[N:22]=2)[CH2:14][C@@H:13]1[O:39][CH3:40])=[O:10] |f:1.2|. Procedure details: To a stirred solution of methyl 2-[(3S,4R)-4-{[(3,4-dichloro-5-methyl-1H-pyrrol-2-yl)carbonyl]amino}-3-methoxypiperidin-1-yl]-4-[4-(piperidin-1-yl)pyrimidin-2-yl]-1,3-thiazole-5-carboxylate (Example 184, 35 mg. 0.06 mmol) in tetrahydrofuran (5 mL) was added a solution of lithium hydroxide (9.6 mg, 0.23 mmol) in water (1 mL). The reaction mixture was stirred at room temperature for 18 h. The reaction mixture was concentrated to dryness. The resulting residue was diluted with water (2 mL) and the ... Starting materials: ClC=1C=C(C=CC1)C#CC1=NOC2(C1)CN(CC2)C(=O)N2CCN(CC2)C ({3-[(3-Chlorophenyl)ethynyl]-1-oxa-2,7-diazaspiro[4.4]non-2-en-7-yl}(4-methyl piperazin-1-yl)methanone), CN1CCN(CC1)C(=O)Cl (4-methyl-1-piperazinecarbonyl chloride). Product: ClC=1C=C(C=CC1)C#CC=1CC2(CN(CC2)C(=O)N2CCCC2)ON1 ([7-[2-(3-Chlorophenyl)ethynyl]-9-oxa-3,8-diazaspiro[4.4]non-7-en-3-yl]-pyrrolidin-1-yl-methanone). Isolated yield 72.8%. RXN SMILES: [Cl:1][C:2]1[CH:3]=[C:4]([C:8]#[C:9][C:10]2[CH2:14][C:13]3([CH2:18][CH2:17][N:16]([C:19]([N:21]4[CH2:26][CH2:25]N(C)[CH2:23][CH2:22]4)=[O:20])[CH2:15]3)[O:12][N:11]=2)[CH:5]=[CH:6][CH:7]=1.CN1CCN(C(Cl)=O)CC1>>[Cl:1][C:2]1[CH:3]=[C:4]([C:8]#[C:9][C:10]2[CH2:14][C:13]3([O:12][N:11]=2)[CH2:18][CH2:17][N:16]([C:19]([N:21]2[CH2:26][CH2:25][CH2:23][CH2:22]2)=[O:20])[CH2:15]3)[CH:5]=[CH:6][CH:7]=1. Procedure details: The title compound was synthesized using the method described for the compound of Example 104, replacing 1-pyrrolidincarbonyl chloride for 4-methyl-1-piperazinecarbonyl chloride. After the usual work-up procedure, the crude was purified by means of automated flash chromatography (SP01®TM-Biotage; CHCl3-1.4N methanolic ammonia 100:0.5) to afford an ivory solid. Yield: 72.8%. The reactants are Brc1cccc2ccsc12, CC(C)(C)P(c1ccccc1-c1ccccc1)C(C)(C)C, C1CCOC1, CC(C)O, ClC(Cl)Cl, CC1(C)OB(c2ccnc(Cl)c2)OC1(C)C, [Na+], [Na+], O=C([O-])[O-]. As a reaction SMILES: [Br:1][c:2]1[cH:3][cH:4][cH:5][c:6]2[c:7]1[s:8][cH:9][cH:10]2.[C:27]([P:28]([C:29]([CH3:30])([CH3:31])[CH3:32])[c:33]1[cH:34][cH:35][cH:36][cH:37][c:38]1-[c:39]1[cH:40][cH:41][cH:42][cH:43][cH:44]1)([CH3:45])([CH3:46])[CH3:47].[CH2:62]1[O:63][CH2:64][CH2:65][CH2:66]1.[CH:54]([OH:55])([CH3:56])[CH3:57].[CH:58]([Cl:59])([Cl:60])[Cl:61].[Cl:11][c:12]1[n:13][cH:14][cH:15][c:16]([B:18]2[O:19][C:20]([CH3:21])([CH3:22])[C:23]([CH3:24])([CH3:25])[O:26]2)[cH:17]1.[Na+:48].[Na+:49].[O-:50][C:51](=[O:52])[O-:53]>>[c:2]1(-[c:16]2[cH:15][cH:14][n:13][c:12]([Cl:11])[cH:17]2)[cH:3][cH:4][cH:5][c:6]2[c:7]1[s:8][cH:9][cH:10]2. Product: Clc1cc(-c2cccc3ccsc23)ccn1. The product is COC1=CC=C(C=C1)C=1N=COC1 (4-(4-methoxyphenyl)-1,3-oxazole). Run at temperature 180 celsius, time 20 minute. Reactants: C(=O)N (formamide), BrCC(=O)C1=CC=C(C=C1)OC (2-bromo-4′-methoxyacetophenone). Solvent: C(C)(=O)OCC (ethyl acetate). Procedure: 10 ml of formamide was added to 2 g of 2-bromo-4′-methoxyacetophenone, and stirred at 180° C. for 20 minutes. This was restored to room temperature, diluted with ethyl acetate, and washed with water and saturated saline water. After dried, the solvent was evaporated away under reduced pressure, and the residue was purified through silica gel column chromatography (developing solvent: hexane to hexane/ethyl acetate=7/3) to obtain 0.76 g of the entitled compound. Reaction SMILES: [CH:1]([NH2:3])=[O:2].Br[CH2:5][C:6]([C:8]1[CH:13]=[CH:12][C:11]([O:14][CH3:15])=[CH:10][CH:9]=1)=O>C(OCC)(=O)C>[CH3:15][O:14][C:11]1[CH:12]=[CH:13][C:8]([C:6]2[N:3]=[CH:1][O:2][CH:5]=2)=[CH:9][CH:10]=1. The reactants are CCN(CC)CCNc1ccc(C=O)c2sc3ccccc3c(=O)c12, CCNC=O, O=CO, [Na+], [OH-], O. The product is CCN(C=O)Cc1ccc(NCCN(CC)CC)c2c(=O)c3ccccc3sc12. As a reaction SMILES: [CH2:1]([CH3:2])[N:3]([CH2:4][CH2:5][NH:6][c:7]1[cH:8][cH:9][c:10]([CH:22]=[O:23])[c:11]2[s:12][c:13]3[cH:14][cH:15][cH:16][cH:17][c:18]3[c:19](=[O:21])[c:20]12)[CH2:24][CH3:25].[CH2:26]([CH3:27])[NH:28][CH:29]=[O:30].[CH:31]([OH:32])=[O:33].[Na+:35].[OH-:34].[OH2:36]>>[CH2:1]([CH3:2])[N:3]([CH2:4][CH2:5][NH:6][c:7]1[cH:8][cH:9][c:10]([CH2:31][N:28]([CH2:26][CH3:27])[CH:29]=[O:30])[c:11]2[s:12][c:13]3[cH:14][cH:15][cH:16][cH:17][c:18]3[c:19](=[O:21])[c:20]12)[CH2:24][CH3:25].